From a dataset of the Open Reaction Database (ORD), a public repository of structured organic reaction records. describe an organic reaction: reactants, conditions, products, and yield Reactants: C(=O)NC1=CC=CC2=CC=CC=C12 (N-formyl-1-naphthylamine), ClCC12CCCN2CCC1 (5-chloromethyl-1-azabicyclo[3.3.0]octane). The product is N12CCCC2(CCC1)CN(C=O)C1=CC=CC2=CC=CC=C12 (1- [N-(1-Azabicyclo[3.3.0]octan-5-yl)methyl-N-formylamino]-naphthalene). As a reaction SMILES: [CH:1]([NH:3][C:4]1[C:13]2[C:8](=[CH:9][CH:10]=[CH:11][CH:12]=2)[CH:7]=[CH:6][CH:5]=1)=[O:2].Cl[CH2:15][C:16]12[CH2:23][CH2:22][CH2:21][N:20]1[CH2:19][CH2:18][CH2:17]2>>[N:20]12[CH2:21][CH2:22][CH2:23][C:16]1([CH2:15][N:3]([C:4]1[C:13]3[C:8](=[CH:9][CH:10]=[CH:11][CH:12]=3)[CH:7]=[CH:6][CH:5]=1)[CH:1]=[O:2])[CH2:17][CH2:18][CH2:19]2. Procedure details: The procedures described in Example 2 were repeated except that N-formyl-1-naphthylamine (1.83 g, 10.7 mmol ) and 5-chloromethyl-1-azabicyclo[3.3.0]octane (hydrochloride, 2.30 g, 11.7 mmol) were employed. In this case, the desired compound was obtained as a colorless liquid (3.02 g, 95.9% Starting materials: ClC=1C(=C(C=CC1)C(CC(C(=O)O)=O)(C)C)OC (4-(3-chloro-2-methoxy-phenyl)-4-methyl-2-oxo-valeric acid), S(O)(O)(=O)=O (sulfuric acid), C(C)O (ethanol). The product is C(C)OC(C(CC(C)(C)C1=C(C(=CC=C1)Cl)OC)=O)=O (4-(3-chloro-2-methoxy-phenyl)-4-methyl-2-oxo-valeric acid-ethyl ester). As a reaction SMILES: [Cl:1][C:2]1[C:3]([O:17][CH3:18])=[C:4]([C:8]([CH3:16])([CH3:15])[CH2:9][C:10](=[O:14])[C:11]([OH:13])=[O:12])[CH:5]=[CH:6][CH:7]=1.S(=O)(=O)(O)O.[CH2:24](O)[CH3:25]>>[CH2:24]([O:12][C:11](=[O:13])[C:10](=[O:14])[CH2:9][C:8]([C:4]1[CH:5]=[CH:6][CH:7]=[C:2]([Cl:1])[C:3]=1[O:17][CH3:18])([CH3:16])[CH3:15])[CH3:25]. Procedure: 29.7 g (163.7 mmol) of 4-chloro-2-methoxybenzylcyanide and 46.5 g (327.4 mmol) of methyl iodide in 260 ml DMF are mixed at 0° C. in portions with 13.2 g (327.4 mmol) of sodium hydride (60% in oil). It is stirred overnight and then mixed with water and ethyl acetate. The phases are separated, and the aqueous phase is extracted several times with ethyl acetate. It is washed with water and saturated sodium chloride solution, dried with sodium sulfate, and concentrated by evaporation in a vacuum. Af... Reactants: COC([C@@H](NC(=O)OC(C)(C)C)CC1=CC=C(C=C1)O)=O (N-(Boc)-L-Tyrosine methyl ester), C(C)(C)OC1=CC=C(C=C1)C=1OC(=C(N1)CCO)C (2-[2-(4-isopropoxyphenyl)-5-methyl-1,3-oxazol-4-yl]ethanol). Product: N[C@H](C(=O)O)CC1=CC=C(C=C1)OCCC=1N=C(OC1C)C1=CC=C(C=C1)OC(C)C ((2S)-2-amino-3-(4-{2-[2-(4-isopropoxyphenyl)-5-methyl-1,3-oxazol-4-yl]ethoxy}phenyl)propanoic acid). RXN SMILES: C[O:2][C:3](=[O:21])[C@H:4]([CH2:13][C:14]1[CH:19]=[CH:18][C:17]([OH:20])=[CH:16][CH:15]=1)[NH:5]C(OC(C)(C)C)=O.[CH:22]([O:25][C:26]1[CH:31]=[CH:30][C:29]([C:32]2[O:33][C:34]([CH3:40])=[C:35]([CH2:37][CH2:38]O)[N:36]=2)=[CH:28][CH:27]=1)([CH3:24])[CH3:23]>>[NH2:5][C@@H:4]([CH2:13][C:14]1[CH:15]=[CH:16][C:17]([O:20][CH2:38][CH2:37][C:35]2[N:36]=[C:32]([C:29]3[CH:30]=[CH:31][C:26]([O:25][CH:22]([CH3:23])[CH3:24])=[CH:27][CH:28]=3)[O:33][C:34]=2[CH3:40])=[CH:18][CH:19]=1)[C:3]([OH:2])=[O:21]. Procedure details: Intermediate 51 was prepared from 598 mg of N-(Boc)-L-Tyrosine methyl ester and 530 mg of Intermediate 14 to yield 540 mg (63% overall yield) of the title compound as a solid. 1H NMR (DMSO-d6, 400 MHz) δ7.77 (d, 2H, J=8.7), 7.12 (d, 2H, J=8.6), 6.9 (d, 2H, J=8.9), 6.82 (d, 2H, J=8.5), 4.65 (hept, 1H, J=6.0), 4.13 (t, 2H, J=6.6), 3.0 (dd, 1H, J=14.4, 4.5), 2.85 (t, 2H, J=6.4), 2.76 (dd, 1H, J=14.4, 8.0), 2.31 (s, 3H), 1.25 (d, 6H, J=6.0); low resolution MS (ES+)m/e 425.2 (MH+). Product: CC12CCC3C(CC(=O)C4CC(O)CCC43C)C1CCC2O. Reactants: CC12CCC3C(CC(O)C4CC(O)CCC43C)C1CCC2O, O=[Mn]=O. Reaction SMILES: [CH3:1][C:2]12[CH:3]([OH:22])[CH2:4][CH2:5][CH:6]1[CH:7]1[CH2:8][CH:9]([OH:21])[CH:10]3[CH2:11][CH:12]([OH:20])[CH2:13][CH2:14][C:15]3([CH3:16])[CH:17]1[CH2:18][CH2:19]2.[O:23]=[Mn:24]=[O:25]>>[CH3:1][C:2]12[CH:3]([OH:22])[CH2:4][CH2:5][CH:6]1[CH:7]1[CH2:8][C:9](=[O:21])[CH:10]3[CH2:11][CH:12]([OH:20])[CH2:13][CH2:14][C:15]3([CH3:16])[CH:17]1[CH2:18][CH2:19]2.